Dataset: the Open Reaction Database (ORD), a public repository of structured organic reaction records. Task: describe an organic reaction: reactants, conditions, products, and yield The reactants are BrCC(=CCOC1=CC=C(C=C1)C(C)=O)C (4'-(4-bromo-3-methyl-2-butenyloxy)- acetophenone), [Na] (sodium), C(C1=CC=CC=C1)S (benzylmercaptan). The solvent is CN(C=O)C (dimethylformamide). Reaction conditions: time 20 hour. The product is C(C1=CC=CC=C1)SCC(=CCOC1=CC=C(C=C1)C(C)=O)C (4'-(4-Benzylthio-3-methyl-2-butenyloxy)-acetophenone). RXN SMILES: Br[CH2:2][C:3]([CH3:16])=[CH:4][CH2:5][O:6][C:7]1[CH:12]=[CH:11][C:10]([C:13](=[O:15])[CH3:14])=[CH:9][CH:8]=1.[Na].[CH2:18]([SH:25])[C:19]1[CH:24]=[CH:23][CH:22]=[CH:21][CH:20]=1>CN(C)C=O>[CH2:18]([S:25][CH2:2][C:3]([CH3:16])=[CH:4][CH2:5][O:6][C:7]1[CH:12]=[CH:11][C:10]([C:13](=[O:15])[CH3:14])=[CH:9][CH:8]=1)[C:19]1[CH:24]=[CH:23][CH:22]=[CH:21][CH:20]=1 |^1:16|. Procedure details: 14.15 g (0.05 mol) of 4'-(4-bromo-3-methyl-2-butenyloxy)- acetophenone are added at 10°-15° during the course of 1 hour to 7.3 g (0.05 mol) of sodium salt of benzylmercaptan which is dissolved in 120 cc of dimethylformamide. The mixture is stirred at 20°-25° for 20 hours, is subsequently filtered and the filtrate is evaporated at reduced pressure. The residue is dissolved in ether, is extracted with saturated salt solution and the ether solution is evaporated. The remaining yellowish oil is chro... Starting materials: BrC1=C2C=CC(N(C2=CC(=C1)C(=O)OC)C1=C(C=CC=C1Cl)Cl)=O (Methyl 5-bromo-1-(2,6-dichlorophenyl)-2-oxo-1,2-dihydroquinoline-7-carboxylate), ClC1=C(C=CC=C1)B(O)O (2-chlorophenylboronic acid), C([O-])([O-])=O.[Na+].[Na+] (sodium carbonate). Reagents/catalysts: C1(=CC=CC=C1)P(C1=CC=CC=C1)C1=CC=CC=C1.C1(=CC=CC=C1)P(C1=CC=CC=C1)C1=CC=CC=C1.C1(=CC=CC=C1)P(C1=CC=CC=C1)C1=CC=CC=C1.C1(=CC=CC=C1)P(C1=CC=CC=C1)C1=CC=CC=C1.[Pd] (palladium tetrakis(triphenylphosphine)). The solvent is COCCOC (ethylene glycol dimethyl ether), CCOCC (ether). Yields the product ClC1=C(C=CC=C1)C1=C2C=CC(N(C2=CC(=C1)C(=O)OC)C1=C(C=CC=C1Cl)Cl)=O (Methyl 5-(2-chlorophenyl)-1-(2,6-dichlorophenyl)-2-oxo-1,2-dihydroquinoline-7-carboxylate). RXN SMILES: Br[C:2]1[CH:11]=[C:10]([C:12]([O:14][CH3:15])=[O:13])[CH:9]=[C:8]2[C:3]=1[CH:4]=[CH:5][C:6](=[O:24])[N:7]2[C:16]1[C:21]([Cl:22])=[CH:20][CH:19]=[CH:18][C:17]=1[Cl:23].[Cl:25][C:26]1[CH:31]=[CH:30][CH:29]=[CH:28][C:27]=1B(O)O.C(=O)([O-])[O-].[Na+].[Na+]>COCCOC.CCOCC.C1(P(C2C=CC=CC=2)C2C=CC=CC=2)C=CC=CC=1.C1(P(C2C=CC=CC=2)C2C=CC=CC=2)C=CC=CC=1.C1(P(C2C=CC=CC=2)C2C=CC=CC=2)C=CC=CC=1.C1(P(C2C=CC=CC=2)C2C=CC=CC=2)C=CC=CC=1.[Pd]>[Cl:25][C:26]1[CH:31]=[CH:30][CH:29]=[CH:28][C:27]=1[C:2]1[CH:11]=[C:10]([C:12]([O:14][CH3:15])=[O:13])[CH:9]=[C:8]2[C:3]=1[CH:4]=[CH:5][C:6](=[O:24])[N:7]2[C:16]1[C:21]([Cl:22])=[CH:20][CH:19]=[CH:18][C:17]=1[Cl:23] |f:2.3.4,7.8.9.10.11|. Procedure details: Methyl 5-bromo-1-(2,6-dichlorophenyl)-2-oxo-1,2-dihydroquinoline-7-carboxylate (80 mg), 2-chlorophenylboronic acid (58 mg), palladium tetrakis(triphenylphosphine) (22 mg) and 1M aqueous sodium carbonate (450 μL) were mixed in ethylene glycol dimethyl ether (2 mL), degassed with argon and then heated to reflux for 90 min. The cooled reaction mixture was diluted with ether, filtered through celite and concentrated. The residue was purified by silica gel chromatography eluting with 70% hexane:30% e... The reactants are C(=O)(OC(C)(C)C)N1[C@@H]2CN[C@H](C1)C2 ((1S,4S)-2-boc-2,5-diazabicyclo[2.2.1]heptane), BrC1=NC=CC=C1 (2-bromo pyridine), CC(C)([O-])C.[Na+] (sodium tert-butoxide). The reagents and catalysts are C=1C=CC(=CC1)/C=C/C(=O)/C=C/C2=CC=CC=C2.C=1C=CC(=CC1)/C=C/C(=O)/C=C/C2=CC=CC=C2.C=1C=CC(=CC1)/C=C/C(=O)/C=C/C2=CC=CC=C2.[Pd].[Pd] (Pd2dba3), C=1C=CC(=CC1)P(C=2C=CC=CC2)C3=CC=C4C=CC=CC4=C3C5=C6C=CC=CC6=CC=C5P(C=7C=CC=CC7)C=8C=CC=CC8 (BINAP). Run in C1(=CC=CC=C1)C (toluene), CCOC(=O)C (EtOAc). Conditions: temperature 85 celsius. The product is N1=C(C=CC=C1)N1[C@@H]2CN([C@H](C1)C2)C(=O)OC(C)(C)C ((1S,4S)-tert-butyl 5-(pyridin-2-yl)-2,5-diazabicyclo[2.2.1]heptane-2-carboxylate). Isolated yield 49.0%. RXN SMILES: [C:1]([N:8]1[CH2:13][C@@H:12]2[CH2:14][C@H:9]1[CH2:10][NH:11]2)([O:3][C:4]([CH3:7])([CH3:6])[CH3:5])=[O:2].Br[C:16]1[CH:21]=[CH:20][CH:19]=[CH:18][N:17]=1.CC(C)([O-])C.[Na+]>C1(C)C=CC=CC=1.CCOC(C)=O.C1C=CC(/C=C/C(/C=C/C2C=CC=CC=2)=O)=CC=1.C1C=CC(/C=C/C(/C=C/C2C=CC=CC=2)=O)=CC=1.C1C=CC(/C=C/C(/C=C/C2C=CC=CC=2)=O)=CC=1.[Pd].[Pd].C1C=CC(P(C2C(C3C(P(C4C=CC=CC=4)C4C=CC=CC=4)=CC=C4C=3C=CC=C4)=C3C(C=CC=C3)=CC=2)C2C=CC=CC=2)=CC=1>[N:17]1[CH:18]=[CH:19][CH:20]=[CH:21][C:16]=1[N:11]1[CH2:10][C@@H:9]2[CH2:14][C@H:12]1[CH2:13][N:8]2[C:1]([O:3][C:4]([CH3:7])([CH3:6])[CH3:5])=[O:2] |f:2.3,6.7.8.9.10|. Procedure: A mixture of BINAP (31 mg, 0.05 mmol) and Pd2dba3 (230 mg, 0.03 mmol) were taken in toluene and the solution was heated to 85° C. for 10 min under argon atmosphere. The solution was cooled to 40° C. and (1S,4S)-2-boc-2,5-diazabicyclo[2.2.1]heptane (250 mg, 1.26 mmol) was added, followed by 2-bromo pyridine (218 mg, 1.38 mmol) and sodium tert-butoxide (194 mg, 2.0 mmol). The reaction mixture was heated to 85° C. for 5 h, cooled to room temperature, diluted with EtOAc and filtered through Celite. ... Starting materials: [Si](O)(O)(O)O (silicic acid), P(=O)([O-])([O-])[O-].[Ca+2].P(=O)([O-])([O-])[O-].[Ca+2].[Ca+2] (calcium phosphate), C(C)O[Si](OCC)(OCC)OCC (tetraethoxy silane), C(C)O[Si](OCC)(OCC)OCC (tetraethoxy silane). Reagents/catalysts: O (water), Cl (hydrochloric acid). Run in O (water). Yields the product [OH-].[O-]P(=O)([O-])[O-].[O-]P(=O)([O-])[O-].[O-]P(=O)([O-])[O-].[Ca+2].[Ca+2].[Ca+2].[Ca+2].[Ca+2] (Hydroxyl Apatite). Reaction SMILES: [Si](O)(O)(O)[OH:2].C(O[Si](OCC)(OCC)OCC)C.[P:19]([O-:23])([O-:22])([O-:21])=[O:20].[Ca+2:24].[P:25]([O-:29])([O-:28])([O-:27])=[O:26].[Ca+2].[Ca+2]>O.Cl>[OH-:2].[O-:21][P:19]([O-:23])([O-:22])=[O:20].[O-:27][P:25]([O-:29])([O-:28])=[O:26].[O-:21][P:19]([O-:23])([O-:22])=[O:20].[Ca+2:24].[Ca+2:24].[Ca+2:24].[Ca+2:24].[Ca+2:24] |f:2.3.4.5.6,9.10.11.12.13.14.15.16.17|. Reported procedure: For generating silicic acid, tetraethoxy silane (TEOS, 99%, Sigma) is hydrolyzed by addition of water and hydrochloric acid (10 mmol) as catalyst at 4° C. for 24 hours. The molar ratio of tetraethoxy silane to water is 1:4. This solution serves as the silicate component and is supplied to the collagen suspension that is enriched with calcium phosphate and is mixed intensively. After a few minutes a hydrogel is formed. The reactants are OCC([N+](=O)[O-])(CO)CO (tris(hydroxymethyl)nitromethane), C([O-])(O)=O.[Na+] (sodium bicarbonate), C(C1=CC=CC=C1)NCCNC (N-benzyl-N'-methylethylenediamine). The solvent is O (water). Conditions: temperature 50 celsius. The product is C(C1=CC=CC=C1)N1CCN(CC(C1)([N+](=O)[O-])CO)C (1-benzyl-6-hydroxymethyl-4-methyl-6-nitrohexahydro-1H-1,4-diazepine). RXN SMILES: [OH:1][CH2:2][C:3]([CH2:9]O)([CH2:7]O)[N+:4]([O-:6])=[O:5].C(=O)(O)[O-].[Na+].[CH2:16]([NH:23][CH2:24][CH2:25][NH:26][CH3:27])[C:17]1[CH:22]=[CH:21][CH:20]=[CH:19][CH:18]=1>O>[CH2:16]([N:23]1[CH2:9][C:3]([CH2:2][OH:1])([N+:4]([O-:6])=[O:5])[CH2:7][N:26]([CH3:27])[CH2:25][CH2:24]1)[C:17]1[CH:22]=[CH:21][CH:20]=[CH:19][CH:18]=1 |f:1.2|. Procedure: To a mixture of tris(hydroxymethyl)nitromethane (118.9 g), sodium bicarbonate (40 g) and water (1000 ml), N-benzyl-N'-methylethylenediamine (123 g) is added, and the reaction mixture is heated at about 50° C. for 2 hours. After cooling, the solution is extracted with dichloromethane, and the organic layer is washed with saturated aqueous sodium chloride and dried over magnesium sulfate. The solvent is evaporated under reduced pressure to give 1-benzyl-6-hydroxymethyl-4-methyl-6-nitrohexahydro-1H... Reactants: O=C1N(C(C=2C=NC=CC21)=O)C2=CC=C(C[C@H](NC(=O)C1(CCCC1)CC1=CC=C(C=C1)OC)C(=O)O)C=C2 (4-(2,3-dihydro-1,3-dioxo-1H-pyrrolo[3,4-c]pyridin-2-yl)-N-[[1-[(4-methoxyphenyl)methyl]cyclopentyl]carbonyl]-L-phenylalanine), Pd(C). Reagents/catalysts: C(=O)(C(F)(F)F)O (TFA). The solvent is C(C)O (ethanol). Reaction conditions: time 35 minute. Product: COC1=CC=C(C=C1)CC1(CCCC1)C(=O)N[C@@H](CC1=CC=C(C=C1)N1C(C2CNCCC2C1=O)=O)C(=O)O (N-[[1-[(4-methoxyphenyl)methyl]cyclopentyl]carbonyl]-4-[(3aRS, 7aRS)-(octahydro-1,3-dioxo-1H-pyrrolo[3,4-c]pyridin-2-yl)]-L-phenylalanine). Yield: 13.8%. Reaction SMILES: [O:1]=[C:2]1[C:10]2[CH:9]=[CH:8][N:7]=[CH:6][C:5]=2[C:4](=[O:11])[N:3]1[C:12]1[CH:39]=[CH:38][C:15]([CH2:16][C@@H:17]([C:35]([OH:37])=[O:36])[NH:18][C:19]([C:21]2([CH2:26][C:27]3[CH:32]=[CH:31][C:30]([O:33][CH3:34])=[CH:29][CH:28]=3)[CH2:25][CH2:24][CH2:23][CH2:22]2)=[O:20])=[CH:14][CH:13]=1>C(O)C.C(O)(C(F)(F)F)=O>[CH3:34][O:33][C:30]1[CH:31]=[CH:32][C:27]([CH2:26][C:21]2([C:19]([NH:18][C@H:17]([C:35]([OH:37])=[O:36])[CH2:16][C:15]3[CH:38]=[CH:39][C:12]([N:3]4[C:2](=[O:1])[CH:10]5[CH:5]([CH2:6][NH:7][CH2:8][CH2:9]5)[C:4]4=[O:11])=[CH:13][CH:14]=3)=[O:20])[CH2:22][CH2:23][CH2:24][CH2:25]2)=[CH:28][CH:29]=1. Procedure details: A solution of 4-(2,3-dihydro-1,3-dioxo-1H-pyrrolo[3,4-c]pyridin-2-yl)-N-[[1-[(4-methoxyphenyl)methyl]cyclopentyl]carbonyl]-L-phenylalanine (30 mg, 0.057 mmol) in ethanol (4 mL) containing a few drops of TFA was hydrogenated over 10% Pd(C) (6 mg) for 18 hours. The mixture was filtered and evaporated and the residue was purified by RP-HPLC on a 4×30 cm Rainin C-18 column using a gradient of 5 to 95% acetonitrile:water containing 0.75% trifluoroacetic acid at a flow of 49 mL/min over 35 min. The pe...